This data is from the Open Reaction Database (ORD), a public repository of structured organic reaction records. The task is: describe an organic reaction: reactants, conditions, products, and yield RXN SMILES: Cl.[NH2:2]O.[C:4]1([CH3:14])[CH:9]=[CH:8][C:7](S(Cl)(=O)=O)=[CH:6][CH:5]=1.[CH3:15][CH2:16][OH:17]>CN(C1C=CN=CC=1)C>[CH3:14][C:4]1([CH3:5])[CH2:9][CH2:8][CH2:7][C:6]1=[O:17].[CH3:5][C:4]1([CH3:14])[NH:2][C:16](=[O:17])[CH2:15][CH2:8][CH2:9]1 |f:0.1|. Procedure details: The oxime of 2,2 dimethylcyclopentanone is prepared by reaction of the ketone with hydroxylamine hydrochloride in EtOH, and treated with p-toluenesulfonyl chloride and DMAP. Heating then effects Beckmann rearrangement to give 6,6-dimethyl-2-piperidinone which is deprotonated with NaH in DMF solution. Reaction with n-butyl iodide then gives the title compound. Reactants: C1(=CC=C(C=C1)S(=O)(=O)Cl)C (p-toluenesulfonyl chloride), ketone, Cl.NO (hydroxylamine hydrochloride), CCO (EtOH). Product: oxime, CC1(C(CCC1)=O)C (2,2 dimethylcyclopentanone), CC1(CCCC(N1)=O)C (6,6-dimethyl-2-piperidinone). The reagents and catalysts are CN(C)C=1C=CN=CC1 (DMAP). Reactants: BrCc1ccccc1, O=C([O-])[O-], CCC(CC)(C(N)=O)c1ccccc1O, [K+], [K+], CN(C)C=O. Yields the product CCC(CC)(C(N)=O)c1ccccc1OCc1ccccc1. Reaction SMILES: [Br:22][CH2:23][c:24]1[cH:25][cH:26][cH:27][cH:28][cH:29]1.[C:16](=[O:17])([O-:18])[O-:19].[CH2:1]([CH3:2])[C:3]([C:4](=[O:5])[NH2:6])([c:7]1[c:8]([OH:13])[cH:9][cH:10][cH:11][cH:12]1)[CH2:14][CH3:15].[K+:20].[K+:21].[O:30]=[CH:31][N:32]([CH3:33])[CH3:34]>>[CH2:1]([CH3:2])[C:3]([C:4](=[O:5])[NH2:6])([c:7]1[c:8]([O:13][CH2:23][c:24]2[cH:25][cH:26][cH:27][cH:28][cH:29]2)[cH:9][cH:10][cH:11][cH:12]1)[CH2:14][CH3:15]. Reactants: FC1([C@](NC(COC1(C)C)=O)(C=1C=C(C=CC1F)C1=CC(=CC(=C1)F)F)C)F ((R)-6,6-difluoro-5,7,7-trimethyl-5-(4,3′,5′-trifluoro-biphenyl-3-yl)-[1,4]oxazepan-3-one), COC=1C=CC(=CC1)P2(=S)SP(=S)(S2)C=3C=CC(=CC3)OC (Lawesson's reagent). Run in O1CCOCC1 (1,4-dioxane). Yields the product FC1([C@](NC(COC1(C)C)=S)(C=1C=C(C=CC1F)C1=CC(=CC(=C1)F)F)C)F ((R)-6,6-difluoro-5,7,7-trimethyl-5-(4,3′,5′-trifluoro-biphenyl-3-yl)-[1,4]oxazepan-3-thione). Isolated yield 107.2%. Reaction SMILES: [F:1][C:2]1([F:28])[C:8]([CH3:10])([CH3:9])[O:7][CH2:6][C:5](=O)[NH:4][C@:3]1([CH3:27])[C:12]1[CH:13]=[C:14]([C:19]2[CH:24]=[C:23]([F:25])[CH:22]=[C:21]([F:26])[CH:20]=2)[CH:15]=[CH:16][C:17]=1[F:18].COC1C=CC(P2(SP(C3C=CC(OC)=CC=3)(=S)S2)=[S:38])=CC=1>O1CCOCC1>[F:1][C:2]1([F:28])[C:8]([CH3:10])([CH3:9])[O:7][CH2:6][C:5](=[S:38])[NH:4][C@:3]1([CH3:27])[C:12]1[CH:13]=[C:14]([C:19]2[CH:24]=[C:23]([F:25])[CH:22]=[C:21]([F:26])[CH:20]=2)[CH:15]=[CH:16][C:17]=1[F:18]. Reported procedure: The reaction of (R)-6,6-difluoro-5,7,7-trimethyl-5-(4,3′,5′-trifluoro-biphenyl-3-yl)-[1,4]oxazepan-3-one (159 mg, 398 μmol) with Lawesson's reagent (131 mg, 319 μmol) in 1,4-dioxane (13 ml) yielded the (R)-6,6-difluoro-5,7,7-trimethyl-5-(4,3′,5′-trifluoro-biphenyl-3-yl)-[1,4]oxazepan-3-thione (142 mg, 86% yield) as a white foam. MS (ISP): m/z=416.2 [M+H]+. Starting materials: CCCN(CCSc1ccc(OCC(=O)OCC)c(C)c1)S(=O)(=O)c1ccc(OC(F)(F)F)cc1C, CCO, CCOC(C)=O, Cl, [Na+], [OH-]. Product: CCCN(CCSc1ccc(OCC(=O)O)c(C)c1)S(=O)(=O)c1ccc(OC(F)(F)F)cc1C. As a reaction SMILES: [CH2:1]([CH3:2])[O:3][C:4]([CH2:5][O:6][c:7]1[c:8]([CH3:35])[cH:9][c:10]([S:13][CH2:14][CH2:15][N:16]([CH2:17][CH2:18][CH3:19])[S:20](=[O:21])(=[O:22])[c:23]2[c:24]([CH3:34])[cH:25][c:26]([O:29][C:30]([F:31])([F:32])[F:33])[cH:27][cH:28]2)[cH:11][cH:12]1)=[O:36].[CH3:40][CH2:41][OH:42].[CH3:43][CH2:44][O:45][C:46](=[O:47])[CH3:48].[ClH:39].[Na+:38].[OH-:37]>>[O:3]=[C:4]([CH2:5][O:6][c:7]1[c:8]([CH3:35])[cH:9][c:10]([S:13][CH2:14][CH2:15][N:16]([CH2:17][CH2:18][CH3:19])[S:20](=[O:21])(=[O:22])[c:23]2[c:24]([CH3:34])[cH:25][c:26]([O:29][C:30]([F:31])([F:32])[F:33])[cH:27][cH:28]2)[cH:11][cH:12]1)[OH:36].